From a dataset of the Open Reaction Database (ORD), a public repository of structured organic reaction records. describe an organic reaction: reactants, conditions, products, and yield The reactants are C(CCC)C/1=CN(S\C1=N/C(=O)[C@]1(C([C@H](CC1)C(=O)O)(C)C)C)C(C)(C)C ((1S,3R)-3-({[(5Z)-4-butyl-2-tert-butylisothiazol-5(2H)-ylidene]amino}carbonyl)-2,2,3-trimethylcyclopentanecarboxylic acid), Cl.C(C)N (ethylamine hydrochloride). RXN SMILES: [CH2:1]([C:5]1=[CH:6][N:7]([C:24]([CH3:27])([CH3:26])[CH3:25])[S:8]/[C:9]/1=[N:10]\[C:11]([C@:13]1([CH3:23])[CH2:17][CH2:16][C@H:15]([C:18](O)=[O:19])[C:14]1([CH3:22])[CH3:21])=[O:12])[CH2:2][CH2:3][CH3:4].Cl.[CH2:29]([NH2:31])[CH3:30]>>[CH2:1]([C:5]1=[CH:6][N:7]([C:24]([CH3:27])([CH3:25])[CH3:26])[S:8]/[C:9]/1=[N:10]\[C:11]([C@:13]1([CH3:23])[CH2:17][CH2:16][C@H:15]([C:18]([NH:31][CH2:29][CH3:30])=[O:19])[C:14]1([CH3:21])[CH3:22])=[O:12])[CH2:2][CH2:3][CH3:4] |f:1.2|. Procedure: The product from Example 173 and ethylamine hydrochloride (Aldrich) were processed using the method described in Example 178 to afford the title compound. 1H NMR (DMSO-d6) δ 0.48 (s, 3H), 0.90 (t, J=7.0 Hz, 3H), 1.00 (t, J=7.2 Hz, 3H), 1.23 (2, 3H), 1.19 (s, 3H), 1.26-1.44 (m, 3H), 1.57 (s, 9H), 1.57-1.70 (m, 3H), 1.96-2.09 (m, 1H), 2.59-2.67 (m, 3H), 2.72-2.82 (m, 1H), 2.94-3.19 (m, 2H), 7.53-7.57 (m, 1H), 8.50 (s, 1H). MS (ESI+) m/z 422 (M+H)+. Anal. calcd. for C23H39N3O2S: C, 65.52; H, 9.32; ... The product is C(CCC)C/1=CN(S\C1=N/C(=O)[C@]1(C([C@H](CC1)C(=O)NCC)(C)C)C)C(C)(C)C ((1R,3S)—N1-[(5Z)-4-butyl-2-tert-butylisothiazol-5(2H)-ylidene]-N3-ethyl-1,2,2-trimethylcyclopentane-1,3-dicarboxamide). Reactants: CS(=O)(=O)O (Methanesulfonic Acid), amine, PPG-4-N-Methyl-N,N-Diethanolamine Adipate, C(CC(C)O)O (1,3-Butanediol). The product is CS(=O)(=O)OCCCCOS(=O)(=O)C (Methanesulfonic), PPG-4-N-Methyl-N,N-Diethanolamine Adipate. As a reaction SMILES: [CH2:1]([OH:6])[CH2:2][CH:3](O)[CH3:4].[CH3:7][S:8]([OH:11])(=[O:10])=[O:9]>>[CH3:7][S:8]([O:6][CH2:1][CH2:2][CH2:3][CH2:4][O:9][S:8]([CH3:7])(=[O:11])=[O:10])(=[O:10])=[O:9]. Procedure details: Into a four-necked flask, fitted with a mechanical stirrer, condenser, thermometer and a Nitrogen inlet was added 665.53 g (1.40 moles) of PPG-4-N-Methyl-N,N-Diethanolamine Adipate oligomer, from Example 2, and 240.43 g (2.67 moles) of 1,3-Butanediol. With the reaction mixture at 30-35° C., 131.89 g (1.37 moles) of Methanesulfonic Acid (MSA) was slowly added to neutralize the amine. The reaction was monitored by measuring the Acid Value and Base Value of the reaction mixture over time. When Meth... Starting materials: [N+](=O)([O-])C1=CC=C2CCN=CC2=C1 (7-nitro-3,4-dihydroisoquinoline). Reagents/catalysts: [Pd] (palladium on carbon). Solvent: C1CCCC2CCCCC12 (decalin). Yields the product [N+](=O)([O-])C1=CC=C2C=CN=CC2=C1 (7-nitroisoquinoline). Yield: 55.1%. RXN SMILES: [N+:1]([C:4]1[CH:13]=[C:12]2[C:7]([CH2:8][CH2:9][N:10]=[CH:11]2)=[CH:6][CH:5]=1)([O-:3])=[O:2]>[Pd].C1C2C(CCCC2)CCC1>[N+:1]([C:4]1[CH:13]=[C:12]2[C:7]([CH:8]=[CH:9][N:10]=[CH:11]2)=[CH:6][CH:5]=1)([O-:3])=[O:2]. Procedure details: A solution of 7-nitro-3,4-dihydroisoquinoline (3.00 g, 17.0 mmol) and 5% palladium on carbon (3.0 g) in decalin (75 ml) was heated at reflux for 3 h. Upon cooling, the solution was filtered and the catalyst washed with chloroform (200 ml). The solvent was removed in vacuo to give 7-nitroisoquinoline (1.63 g) as a tan solid. MS 175 (M+H).